From a dataset of the Open Reaction Database (ORD), a public repository of structured organic reaction records. describe an organic reaction: reactants, conditions, products, and yield Starting materials: C(C)(=O)NC1=C(C=NN1C1=C(C(=C(C(=C1F)F)C(F)(F)F)F)F)[N+](=O)[O-] (5-acetamido-4-nitro-1-(2,3,5,6-tetrafluoro-4-trifluoromethyl-phenyl)-pyrazole), C(C)O (ethanol), Cl (hydrochloric acid), C(C)O (ethanol), [OH-].[Na+] (sodium hydroxide). Solvent: O (water). Yields the product NC1=C(C=NN1C1=C(C(=C(C(=C1F)F)C(F)(F)F)F)F)[N+](=O)[O-] (5-amino-4-nitro-1-(2,3,5,6-tetrafluoro-4-trifluoromethyl-phenyl)-pyrazole). Isolated yield 91.2%. Reaction SMILES: C([NH:4][C:5]1[N:9]([C:10]2[C:15]([F:16])=[C:14]([F:17])[C:13]([C:18]([F:21])([F:20])[F:19])=[C:12]([F:22])[C:11]=2[F:23])[N:8]=[CH:7][C:6]=1[N+:24]([O-:26])=[O:25])(=O)C.Cl.C(O)C.[OH-].[Na+]>O>[NH2:4][C:5]1[N:9]([C:10]2[C:15]([F:16])=[C:14]([F:17])[C:13]([C:18]([F:20])([F:21])[F:19])=[C:12]([F:22])[C:11]=2[F:23])[N:8]=[CH:7][C:6]=1[N+:24]([O-:26])=[O:25] |f:3.4|. Procedure: 19.3 g (0.05 mol) of 5-acetamido-4-nitro-1-(2,3,5,6-tetrafluoro-4-trifluoromethyl-phenyl)-pyrazole are heated under reflux in a mixture of 40 ml of 37 percent strength hydrochloric acid and 70 ml of ethanol for 7 hours. The reaction mixture is freed from the ethanol in vacuo. 35 ml of water are added to the residue and the mixture is neutralized with dilute sodium hydroxide solution. The precipitate is filtered off with suction, washed with water and dried in vacuo. 15.7 g (91.4% of theory) of 5... Starting materials: Cl.O=C1C(CC2=CC(=C(C(=C12)Cl)Cl)OCC(=O)OCC)(C)C1=CC=C(C=C1)CN (Ethyl [1-oxo-2-(4-aminomethylphenyl)-2-methyl-6,7-dichloro-5-indanyloxy]acetate hydrochloride), Cl (hydrochloric acid), C([O-])(O)=O.[Na+] (sodium bicarbonate), C(C)O (ethanol). Run in O (water). Product: [Na+].O=C1C(CC2=CC(=C(C(=C12)Cl)Cl)OCC(=O)[O-])(C)C1=CC=C(C=C1)CN ([1-Oxo-2-(4-aminomethylphenyl)-2-methyl-6,7-dichloro-5-indanyloxy]acetic acid sodium salt). Reaction SMILES: Cl.[O:2]=[C:3]1[C:11]2[C:6](=[CH:7][C:8]([O:14][CH2:15][C:16]([O:18]CC)=[O:17])=[C:9]([Cl:13])[C:10]=2[Cl:12])[CH2:5][C:4]1([C:22]1[CH:27]=[CH:26][C:25]([CH2:28][NH2:29])=[CH:24][CH:23]=1)[CH3:21].C(=O)(O)[O-].[Na+:34].C(O)C.Cl>O>[Na+:34].[O:2]=[C:3]1[C:11]2[C:6](=[CH:7][C:8]([O:14][CH2:15][C:16]([O-:18])=[O:17])=[C:9]([Cl:13])[C:10]=2[Cl:12])[CH2:5][C:4]1([C:22]1[CH:23]=[CH:24][C:25]([CH2:28][NH2:29])=[CH:26][CH:27]=1)[CH3:21] |f:0.1,2.3,7.8|. Procedure: Ethyl [1-oxo-2-(4-aminomethylphenyl)-2-methyl-6,7-dichloro-5-indanyloxy]acetate hydrochloride (1.57 g., 0.0034 mole), sodium bicarbonate (1.15 g., 0.0136 mole), absolute ethanol (50 ml.) and water (50 ml.) are combined and heated at reflux for 1.5 hours leaving a solution which is filtered, then neutralized with 1N hydrochloric acid (10.26 ml., 0.01026 mole) to precipitate 900 mg. of [1-oxo-2-(4-aminomethylphenyl)-2-methyl-6,7-dichloro-5-indanyloxy]acetic acid sodium salt which melts at 270°-271... Starting materials: CCCCCC1CCC(C=CCCc2ccc(O)cc2)CC1, CN(C)c1ccncc1, C(=NC1CCCCC1)=NC1CCCCC1, ClCCl, CCCCCCCCCCCCOc1ccc(C(=O)O)c(F)c1F. Product: CCCCCCCCCCCCOc1ccc(C(=O)Oc2ccc(CCC=CC3CCC(CCCCC)CC3)cc2)c(F)c1F. Reaction SMILES: [CH2:25]([CH2:26][CH2:27][CH2:28][CH3:29])[CH:30]1[CH2:31][CH2:32][CH:33]([CH:36]=[CH:37][CH2:38][CH2:39][c:40]2[cH:41][cH:42][c:43]([OH:46])[cH:44][cH:45]2)[CH2:34][CH2:35]1.[CH3:62][N:63]([CH3:64])[c:65]1[cH:66][cH:67][n:68][cH:69][cH:70]1.[CH:47]1([N:48]=[C:49]=[N:50][CH:51]2[CH2:52][CH2:53][CH2:54][CH2:55][CH2:56]2)[CH2:57][CH2:58][CH2:59][CH2:60][CH2:61]1.[Cl:71][CH2:72][Cl:73].[F:1][c:2]1[c:3]([C:4](=[O:5])[OH:6])[cH:7][cH:8][c:9]([O:12][CH2:13][CH2:14][CH2:15][CH2:16][CH2:17][CH2:18][CH2:19][CH2:20][CH2:21][CH2:22][CH2:23][CH3:24])[c:10]1[F:11]>>[F:1][c:2]1[c:3]([C:4]([O:5][c:43]2[cH:42][cH:41][c:40]([CH2:39][CH2:38][CH:37]=[CH:36][CH:33]3[CH2:32][CH2:31][CH:30]([CH2:25][CH2:26][CH2:27][CH2:28][CH3:29])[CH2:35][CH2:34]3)[cH:45][cH:44]2)=[O:6])[cH:7][cH:8][c:9]([O:12][CH2:13][CH2:14][CH2:15][CH2:16][CH2:17][CH2:18][CH2:19][CH2:20][CH2:21][CH2:22][CH2:23][CH3:24])[c:10]1[F:11]. The reactants are CS(C)=O, [Cl-], CCOC(=O)C(C(=O)OCC)c1ncccc1C(F)(F)F, [Na+], O. The product is CCOC(=O)Cc1ncccc1C(F)(F)F. Reaction SMILES: [CH3:22][S:23](=[O:24])[CH3:25].[Cl-:27].[F:1][C:2]([c:3]1[c:4]([CH:9]([C:10](=[O:11])[O:12][CH2:13][CH3:14])[C:15]([O:16][CH2:17][CH3:18])=[O:19])[n:5][cH:6][cH:7][cH:8]1)([F:20])[F:21].[Na+:26].[OH2:28]>>[F:1][C:2]([c:3]1[c:4]([CH2:9][C:10](=[O:11])[O:12][CH2:13][CH3:14])[n:5][cH:6][cH:7][cH:8]1)([F:20])[F:21]. Starting materials: C1(C=2C(C(=O)O1)=CC=CC2)=O (phthalic anhydride), FC1=CC(=CC=C1)F (1,3-difluorobenzene), ice, [Al+3].[Cl-].[Cl-].[Cl-] (AlCl3). Solvent: ClCC(Cl)(Cl)Cl (tetrachloroethane). Conditions: temperature 90 celsius. Yields the product FC1=C(C(=O)C2=C(C(=O)O)C=CC=C2)C=CC(=C1)F (2-(2,4-difluorobenzoyl)benzoic acid). The yield is 75.3%. As a reaction SMILES: [C:1]1(=[O:11])[O:6][C:4](=[O:5])[C:3]2=[CH:7][CH:8]=[CH:9][CH:10]=[C:2]12.[F:12][C:13]1[CH:18]=[CH:17][CH:16]=[C:15]([F:19])[CH:14]=1.[Al+3].[Cl-].[Cl-].[Cl-]>ClCC(Cl)(Cl)Cl>[F:12][C:13]1[CH:14]=[C:15]([F:19])[CH:16]=[CH:17][C:18]=1[C:4]([C:3]1[CH:7]=[CH:8][CH:9]=[CH:10][C:2]=1[C:1]([OH:6])=[O:11])=[O:5] |f:2.3.4.5|. Procedure: To a mixture of phthalic anhydride (64.8 g, 438 mmol), tetrachloroethane (600 mL) and 1,3-difluorobenzene (100 g, 877 mmol) was added anhydrous AlCl3 (141 g, 964 mmol) over 20 minutes while maintaining the reaction temperature below 40° C. The temperature was increased to 90° C. for 2 hours, the reaction mixture was cooled and poured into ice/6N HCl. The mixture was extracted with ether (2×1.2 L) and the combined ether extracts were dried over Na2SO4. The solvent was removed in vacuo and the res... The reactants are CCC(=O)N1C(CO)C(c2ccc(S(C)(=O)=O)cc2)OC1(C)C, CCN(CC)C(F)(F)C(F)C(F)(F)F, ClCCl. Product: CCC(=O)N1C(CF)C(c2ccc(S(C)(=O)=O)cc2)OC1(C)C. Reaction SMILES: [C:1]([CH2:2][CH3:3])(=[O:4])[N:5]1[C:6]([CH3:22])([CH3:23])[O:7][CH:8]([c:12]2[cH:13][cH:14][c:15]([S:18](=[O:19])(=[O:20])[CH3:21])[cH:16][cH:17]2)[CH:9]1[CH2:10][OH:11].[CH2:24]([N:25]([CH2:26][CH3:27])[C:28]([F:29])([F:31])[CH:32]([F:33])[C:34]([F:30])([F:35])[F:36])[CH3:37].[CH2:38]([Cl:39])[Cl:40]>>[C:1]([CH2:2][CH3:3])(=[O:4])[N:5]1[C:6]([CH3:22])([CH3:23])[O:7][CH:8]([c:12]2[cH:13][cH:14][c:15]([S:18](=[O:19])(=[O:20])[CH3:21])[cH:16][cH:17]2)[CH:9]1[CH2:10][F:30]. Starting materials: COC(=O)C1=NC=C(C=C1)OCC(F)(F)F (5-(2,2,2-trifluoro-ethoxy)-pyridine-2-carboxylic acid methyl ester), [Li+].[OH-] (LiOH). Solvent: CO (MeOH), O (water). Conditions: time 2 hour. Yields the product FC(COC=1C=CC(=NC1)C(=O)O)(F)F (5-(2,2,2-trifluoro-ethoxy)-pyridine-2-carboxylic acid). Yield: 61.5%. RXN SMILES: C[O:2][C:3]([C:5]1[CH:10]=[CH:9][C:8]([O:11][CH2:12][C:13]([F:16])([F:15])[F:14])=[CH:7][N:6]=1)=[O:4].[Li+].[OH-]>CO.O>[F:16][C:13]([F:14])([F:15])[CH2:12][O:11][C:8]1[CH:9]=[CH:10][C:5]([C:3]([OH:4])=[O:2])=[N:6][CH:7]=1 |f:1.2|. Procedure: A solution of 5-(2,2,2-trifluoro-ethoxy)-pyridine-2-carboxylic acid methyl ester (216 mg) in MeOH (1 ml) was treated with a solution of LiOH (78 mg) in water (0.1 ml) and stirring was continued at 22° C. for 2 h. The solution was evaporated and the residue triturated with 1 N aqueous HCl. The suspension was filtered, the residue washed with water and dried to give 5-(2,2,2-trifluoro-ethoxy)-pyridine-2-carboxylic acid (125 mg) as a white solid. MS (ISN): m/z=220.1 [M−H]−. Starting materials: OCCCC1CCCCC1, ClCCl, BrP(Br)Br. The product is BrCCCC1CCCCC1. RXN SMILES: [CH:1]1([CH2:7][CH2:8][CH2:9][OH:10])[CH2:2][CH2:3][CH2:4][CH2:5][CH2:6]1.[Cl:15][CH2:16][Cl:17].[P:11]([Br:12])([Br:13])[Br:14]>>[CH:1]1([CH2:7][CH2:8][CH2:9][Br:12])[CH2:2][CH2:3][CH2:4][CH2:5][CH2:6]1.